This data is from the Open Reaction Database (ORD), a public repository of structured organic reaction records. The task is: describe an organic reaction: reactants, conditions, products, and yield The reactants are ON=C(CCCNC(OC(C)(C)C)=O)C1=CC=CC=C1 (1,1-Dimethylethyl 4-(hydroxyimino)-4-phenylbutylcarbamate). The reagents and catalysts are [Pd] (palladium on charcoal). The solvent is C(C)O (ethanol). Product: NC(CCCNC(OC(C)(C)C)=O)C1=CC=CC=C1 ((4-Amino-4-phenylbutyl)carbamic acid, 1,1-dimethylethyl ester). Yield: 107.6%. Reaction SMILES: O[N:2]=[C:3]([C:15]1[CH:20]=[CH:19][CH:18]=[CH:17][CH:16]=1)[CH2:4][CH2:5][CH2:6][NH:7][C:8](=[O:14])[O:9][C:10]([CH3:13])([CH3:12])[CH3:11]>C(O)C.[Pd]>[NH2:2][CH:3]([C:15]1[CH:20]=[CH:19][CH:18]=[CH:17][CH:16]=1)[CH2:4][CH2:5][CH2:6][NH:7][C:8](=[O:14])[O:9][C:10]([CH3:13])([CH3:11])[CH3:12]. Procedure: 1,1-Dimethylethyl 4-(hydroxyimino)-4-phenylbutylcarbamate (2.3 g, 8.3 mmol), in absolute ethanol was hydrogenated over 10% palladium on charcoal (0.5 g) at 5 bar pressure for 20 h. The mixture was then filtered and the filtrate concentrated to dryness to afford the title compound as a colourless oil (2.36 g). RXN SMILES: [CH2:51]1[O:52][CH2:53][CH2:54][CH2:55]1.[CH3:36][CH2:37][O:38][C:39](=[O:40])[CH3:41].[Cl:42][CH2:43][Cl:44].[Cl:45][C:46]([C:47]([Cl:48])=[O:49])=[O:50].[ClH:28].[F:1][c:2]1[cH:3][cH:4][c:5]([CH:8]([CH2:9][CH2:10][CH2:11][CH2:12][CH2:13][C:14](=[O:15])[OH:16])[C:17]2=[C:22]([CH3:23])[C:21](=[O:24])[C:20]([CH3:25])=[C:19]([CH3:26])[C:18]2=[O:27])[cH:6][cH:7]1.[NH2:29][OH:30].[Na+:31].[OH:32][C:33](=[O:34])[O-:35]>>[F:1][c:2]1[cH:3][cH:4][c:5]([CH:8]([CH2:9][CH2:10][CH2:11][CH2:12][CH2:13][C:14](=[O:15])[NH:29][OH:30])[C:17]2=[C:22]([CH3:23])[C:21](=[O:24])[C:20]([CH3:25])=[C:19]([CH3:26])[C:18]2=[O:27])[cH:6][cH:7]1. Product: CC1=C(C)C(=O)C(C(CCCCCC(=O)NO)c2ccc(F)cc2)=C(C)C1=O. Starting materials: C1CCOC1, CCOC(C)=O, ClCCl, O=C(Cl)C(=O)Cl, Cl, CC1=C(C)C(=O)C(C(CCCCCC(=O)O)c2ccc(F)cc2)=C(C)C1=O, NO, [Na+], O=C([O-])O. Reactants: C(C)O (Ethanol), COS(=O)(=O)[O-].ClC1=C2C=CN3C(C2=CC=C1)=NC(=C3C[N+](C)(C)C)C (7-chloro-2-methyl-3-trimethylammoniomethylimidazo[2,1-a]isoquinoline methylsulfate), N1C=NC=C1 (imidazole). Solvent: CS(=O)C (dimethyl sulfoxide). Reaction conditions: temperature 100 celsius, time 5 hour. The product is ClC1=C2C=CN3C(C2=CC=C1)=NC(=C3CC=3NC=CN3)C (7-chloro-3-(1-imidazolylmethyl)-2-methylimidazo[2,1-a]isoquinoline). Yield: 41.0%. As a reaction SMILES: C(O)C.COS([O-])(=O)=O.[Cl:10][C:11]1[CH:20]=[CH:19][CH:18]=[C:17]2[C:12]=1[CH:13]=[CH:14][N:15]1[C:23]([CH2:24][N+](C)(C)C)=[C:22]([CH3:29])[N:21]=[C:16]12.[NH:30]1[CH:34]=[CH:33][N:32]=[CH:31]1>CS(C)=O>[Cl:10][C:11]1[CH:20]=[CH:19][CH:18]=[C:17]2[C:12]=1[CH:13]=[CH:14][N:15]1[C:23]([CH2:24][C:31]3[NH:30][CH:34]=[CH:33][N:32]=3)=[C:22]([CH3:29])[N:21]=[C:16]12 |f:1.2|. Procedure: Ethanol (50 ml) was added to a mixture of 7-chloro-2-methyl-3-trimethylammoniomethylimidazo[2,1-a]isoquinoline methylsulfate (2.3 g) and imidazole (0.95 g) in dimethyl sulfoxide (20 ml) and heated at 100° C. with stirring for 5 hours. After the removal of ethanol by distillation, the residue was poured into water. The resulting precipitates were collected by filtration, dried and recrystallized from ethyl acetate. The obtained crystals were chromatographed on silica gel (16 g) with a mixture of ... Reported procedure: 3-Methyl-7-trifluoromethyl-3,4-dihydro-2H-isoquinolin-1-one (I-43d: 200 mg, 0.872 mmol) was reacted with 3-iodo-4-methyl-pyridine (287 mg, 1.308 mmol), K3PO4 (463 mg, 2.18 mmol), trans-N,N′-dimethyl-cyclohexane-1, 2-diamine (40 mg), CuI (20 mg) and 1,4-dioxane (5 mL). The resulting mixture was refluxed for 64 hours at 110° C. to afford the crude product. Purification by column chromatography on silica gel (90% ethylacetate in hexane) followed by preparative HPLC afforded 10 mg of the product (3.... Reagents/catalysts: [Cu]I (CuI). RXN SMILES: [CH3:1][CH:2]1[CH2:11][C:10]2[C:5](=[CH:6][C:7]([C:12]([F:15])([F:14])[F:13])=[CH:8][CH:9]=2)[C:4](=[O:16])[NH:3]1.I[C:18]1[CH:19]=[N:20][CH:21]=[CH:22][C:23]=1[CH3:24].[O-]P([O-])([O-])=O.[K+].[K+].[K+].CN[C@@H]1CCCC[C@H]1NC>[Cu]I.O1CCOCC1>[CH3:1][CH:2]1[CH2:11][C:10]2[C:5](=[CH:6][C:7]([C:12]([F:13])([F:15])[F:14])=[CH:8][CH:9]=2)[C:4](=[O:16])[N:3]1[C:18]1[CH:19]=[N:20][CH:21]=[CH:22][C:23]=1[CH3:24] |f:2.3.4.5|. Run in O1CCOCC1 (1,4-dioxane). Isolated yield 3.6%. Yields the product CC1N(C(C2=CC(=CC=C2C1)C(F)(F)F)=O)C=1C=NC=CC1C (3-Methyl-2-(4-methyl-pyridin-3-yl)-7-trifluoromethyl-3,4-dihydro-2H-isoquinolin-1-one). Reaction conditions: temperature 110 celsius. Reactants: CC1NC(C2=CC(=CC=C2C1)C(F)(F)F)=O (3-Methyl-7-trifluoromethyl-3,4-dihydro-2H-isoquinolin-1-one), IC=1C=NC=CC1C (3-iodo-4-methyl-pyridine), [O-]P(=O)([O-])[O-].[K+].[K+].[K+] (K3PO4), CN[C@H]1[C@@H](CCCC1)NC (trans-N,N′-dimethyl-cyclohexane-1, 2-diamine).